This data is from the Open Reaction Database (ORD), a public repository of structured organic reaction records. The task is: describe an organic reaction: reactants, conditions, products, and yield Reactants: C[Mg]Br (Methyl magnesium bromide), ClC=1C(=NC(=CC1)Cl)C=O (3,6-dichloropyridine-2-carbaldehyde). Run in C1CCOC1 (THF). Reaction conditions: temperature 0 celsius. The product is ClC=1C(=NC(=CC1)Cl)C(C)O (1-(3,6-Dichloropyridin-2-yl)ethanol). As a reaction SMILES: [CH3:1][Mg]Br.[Cl:4][C:5]1[C:6]([CH:12]=[O:13])=[N:7][C:8]([Cl:11])=[CH:9][CH:10]=1>C1COCC1>[Cl:4][C:5]1[C:6]([CH:12]([OH:13])[CH3:1])=[N:7][C:8]([Cl:11])=[CH:9][CH:10]=1. Reported procedure: Methyl magnesium bromide (3.0M Et2O, 0.25 mL, 0.75 mmol) was added dropwise to a THF (2 mL) solution of 3,6-dichloropyridine-2-carbaldehyde (100 mg, 0.57 mmol) cooled to 0° C. After 1 hour the solution was partitioned between ethyl acetate and 1N aqueous HCl. The organic phase was washed with brine, dried over MgSO4, filtered and concentrated. The residue was purified by silica gel chromatography using a hexanes/ethyl acetate gradient to give the title compound. 1H NMR (500 MHz, CDCl3): δ 7.67 (... Starting materials: C=1C=CN2C1CN(C1=C(C2)C=CC=C1)C(=O)C1=CC=C(C=C1)NC(CN1CCOCC1)=O (N-[4-(5H-pyrrolo[2,1-c][1,4]benzodiazepin-10(11H)-ylcarbonyl)phenyl]-4-morpholineacetamide), C1=CC=C(C(=C1)CBr)Cl (O-chlorobenzyl bromide), C(=O)([O-])[O-].[K+].[K+] (K2CO3), C1=CC=C(C(=C1)CBr)Cl (O-chlorobenzyl bromide), [H-].[Na+] (sodium hydride). The solvent is C(C)#N (acetonitrile), O (water). Product: ClC1=C(C=CC=C1)CN(C(CN1CCOCC1)=O)C1=CC=C(C=C1)C(=O)N1CC=2N(CC3=C1C=CC=C3)C=CC2 (N-[(2-Chlorophenyl)methyl]-N-[4-(5H-pyrrolo[2,1-c][1,4]benzodiazepin-10(11H) -ylcarbonyl)phenyl]-4-morpholineacetamide). Yield: 126.9%. Reaction SMILES: [CH:1]1[CH:2]=[CH:3][N:4]2[CH2:10][C:9]3[CH:11]=[CH:12][CH:13]=[CH:14][C:8]=3[N:7]([C:15]([C:17]3[CH:22]=[CH:21][C:20]([NH:23][C:24](=[O:32])[CH2:25][N:26]4[CH2:31][CH2:30][O:29][CH2:28][CH2:27]4)=[CH:19][CH:18]=3)=[O:16])[CH2:6][C:5]=12.[CH:33]1[CH:38]=[C:37]([CH2:39]Br)[C:36]([Cl:41])=[CH:35][CH:34]=1.C([O-])([O-])=O.[K+].[K+].[H-].[Na+]>C(#N)C.O>[Cl:41][C:36]1[CH:35]=[CH:34][CH:33]=[CH:38][C:37]=1[CH2:39][N:23]([C:20]1[CH:19]=[CH:18][C:17]([C:15]([N:7]2[C:8]3[CH:14]=[CH:13][CH:12]=[CH:11][C:9]=3[CH2:10][N:4]3[CH:3]=[CH:2][CH:1]=[C:5]3[CH2:6]2)=[O:16])=[CH:22][CH:21]=1)[C:24](=[O:32])[CH2:25][N:26]1[CH2:27][CH2:28][O:29][CH2:30][CH2:31]1 |f:2.3.4,5.6|. Procedure: A mixture of 0.11 g of N-[4-(5H-pyrrolo[2,1-c][1,4]benzodiazepin-10(11H)-ylcarbonyl)phenyl]-4-morpholineacetamide, 56 mg of O-chlorobenzyl bromide and 0.41 g of K2CO3 in 5 ml of acetonitrile is heated at reflux for 18 hours. An additional 30 mg of O-chlorobenzyl bromide and 0.4 mmol of sodium hydride is added followed by heating for 24 hours. The reaction mixture is diluted with water and extracted with ethyl acetate. The organic layer is dried with Na2SO4 and evaporated to give 0.18 g of a resi... Reactants: BrC=1C(=NC(=NC1)Cl)NCC(C)(C)C ((5-bromo-2-chloro-pyrimidin-4-yl)-(2,2-dimethyl-propyl)-amine), C(CCC)[Li] (n-butyllithium), C(C)OC=O (Ethylformate). The solvent is C1CCOC1 (THF). Reaction conditions: time 10 minute. Yields the product ClC1=NC=C(C(=N1)NCC(C)(C)C)C=O (2-chloro-4-(2,2-dimethyl-propylamino)-pyrimidine-5-carbaldehyde). As a reaction SMILES: Br[C:2]1[C:3]([NH:9][CH2:10][C:11]([CH3:14])([CH3:13])[CH3:12])=[N:4][C:5]([Cl:8])=[N:6][CH:7]=1.C([Li])CCC.[CH2:20]([O:22]C=O)C>C1COCC1>[Cl:8][C:5]1[N:4]=[C:3]([NH:9][CH2:10][C:11]([CH3:14])([CH3:13])[CH3:12])[C:2]([CH:20]=[O:22])=[CH:7][N:6]=1. Reported procedure: To a solution of (5-bromo-2-chloro-pyrimidin-4-yl)-(2,2-dimethyl-propyl)-amine (30 g, 108 mmol) in THF (500 ml) is added n-butyllithium (1.6 mol/l in n-hexane, 148 ml, 237 mmol) dropwise at −78° C. and the mixture is stirred for 10 min. Ethylformate (19 ml, 230 mol) is added dropwise to the mixture at −78° C., and the reaction mixture is allowed to warm to ambient temperature. After being stirred for 1 hour, the reaction mixture is quenched with saturated NH4Cl at −78° C. and then extracted with... Product: BrCC(=O)N=C1C(C=CC=C1)C=CC1=CC=CC=C1 (N-bromoacetyliminostilbene). The yield is 116.0%. Starting materials: C=1C=CC2=C(C1)C=CC=3C=CC=CC3N2 (iminostilbene), C([O-])([O-])=O.[Na+].[Na+] (sodium carbonate), C1CCOC1 (THF), BrCC(=O)Br (bromoacetyl bromide), BrCC(=O)Br (bromoacetyl bromide). Reaction SMILES: [CH:1]1[CH:2]=[CH:3][C:4]2[NH:15][C:14]3[CH:13]=[CH:12][CH:11]=[CH:10][C:9]=3[CH:8]=[CH:7][C:5]=2[CH:6]=1.C(=O)([O-])[O-].[Na+].[Na+].[Br:22][CH2:23][C:24](Br)=[O:25].C1COCC1>C(Cl)(Cl)Cl.O.CCCCCC>[Br:22][CH2:23][C:24]([N:15]=[C:14]1[CH:13]=[CH:12][CH:11]=[CH:10][CH:9]1[CH:8]=[CH:7][C:5]1[CH:4]=[CH:3][CH:2]=[CH:1][CH:6]=1)=[O:25] |f:1.2.3|. Procedure: A solution of 6.0 g (0.03 mole) of iminostilbene in 250 mL of chloroform was added to a solution of 10 g (0.09 mole) of sodium carbonate in 100 mL of water and the mixture was stirred rapidly. To this rapidly stirring solution 6.2 g (0.03 mole) of bromoacetyl bromide was added dropwise through an additional funnel, at which time thin layer chromatography analysis using 2:1 THF:hexane indicated the reaction was incomplete. An additional 1.0 g (0.005 mole) of bromoacetyl bromide was added. Thin la... Run in CCCCCC (hexane), C(Cl)(Cl)Cl (chloroform), O (water). Reagents/catalysts: [Cu]I (copper(I) iodide), [Cu]I (copper(I) iodide), [Cu]I (copper(I) iodide). The solvent is C1(=CC=CC=C1)C (toluene), C(C)(=O)OCC (ethyl acetate). Procedure: 1-(tert-Butoxycarbonyl)-4-hydroxypiperidine (0.047 g), cesium carbonate (0.075 g), 1,10-phenanthroline (4.2 mg), and copper(I) iodide (2.2 mg) were added to a toluene (1 mL) solution of tert-butyl 2-(2-(benzyloxy)-5-iodobenzamido)-4-phenylbenzoate (0.070 g), followed by heating to reflux under a nitrogen atmosphere for 4 hours. The reaction mixture was cooled to room temperature, and then 1-(tert-butoxycarbonyl)-4-hydroxypiperidine (0.047 g), cesium carbonate (0.075 g), 1,10-phenanthroline (4.2 ... Reactants: C(C)(C)(C)OC(=O)N1CCC(CC1)O (1-(tert-butoxycarbonyl)-4-hydroxypiperidine), C([O-])([O-])=O.[Cs+].[Cs+] (cesium carbonate), N1=CC=CC2=CC=C3C=CC=NC3=C12 (1,10-phenanthroline), N1=CC=CC2=CC=C3C=CC=NC3=C12 (1,10-phenanthroline), C(C)(C)(C)OC(=O)N1CCC(CC1)O (1-(tert-Butoxycarbonyl)-4-hydroxypiperidine), C([O-])([O-])=O.[Cs+].[Cs+] (cesium carbonate), N1=CC=CC2=CC=C3C=CC=NC3=C12 (1,10-phenanthroline), C(C1=CC=CC=C1)OC1=C(C(=O)NC2=C(C(=O)OC(C)(C)C)C=CC(=C2)C2=CC=CC=C2)C=C(C=C1)I (tert-butyl 2-(2-(benzyloxy)-5-iodobenzamido)-4-phenylbenzoate), aqueous solution, C(CC(O)(C(=O)O)CC(=O)O)(=O)O (citric acid). The product is C(C1=CC=CC=C1)OC1=C(C(=O)NC2=C(C(=O)OC3CCN(CC3)C(=O)OC(C)(C)C)C=CC(=C2)C2=CC=CC=C2)C=C(C=C1)OC1CCN(CC1)C(=O)OC(C)(C)C (tert-butyl 4-(2-(2-(benzyloxy)-5-((1-(tert-butoxycarbonyl)piperidin-4-yl)oxy)benzamido)-4-phenylbenzoyloxy)piperidine-1-carboxylate). RXN SMILES: [C:1]([O:5][C:6]([N:8]1[CH2:13][CH2:12][CH:11]([OH:14])[CH2:10][CH2:9]1)=[O:7])([CH3:4])([CH3:3])[CH3:2].[C:15](=[O:18])([O-:17])[O-].[Cs+].[Cs+].[N:21]1[C:34]2[C:25](=CC=C3C=2N=CC=C3)[CH:24]=[CH:23][CH:22]=1.[CH2:35]([O:42][C:43]1[CH:70]=[CH:69][C:68](I)=[CH:67][C:44]=1[C:45]([NH:47][C:48]1[CH:60]=[C:59]([C:61]2[CH:66]=[CH:65][CH:64]=[CH:63][CH:62]=2)[CH:58]=[CH:57][C:49]=1[C:50]([O:52]C(C)(C)C)=[O:51])=[O:46])[C:36]1[CH:41]=[CH:40][CH:39]=[CH:38][CH:37]=1.C(O)(=O)[CH2:73][C:74]([CH2:79]C(O)=O)([C:76](O)=O)O>[Cu]I.C(OCC)(=O)C.C1(C)C=CC=CC=1>[CH2:35]([O:42][C:43]1[CH:70]=[CH:69][C:68]([O:14][CH:11]2[CH2:12][CH2:13][N:8]([C:6]([O:5][C:1]([CH3:4])([CH3:2])[CH3:3])=[O:7])[CH2:9][CH2:10]2)=[CH:67][C:44]=1[C:45]([NH:47][C:48]1[CH:60]=[C:59]([C:61]2[CH:62]=[CH:63][CH:64]=[CH:65][CH:66]=2)[CH:58]=[CH:57][C:49]=1[C:50]([O:52][CH:24]1[CH2:25][CH2:34][N:21]([C:15]([O:17][C:74]([CH3:79])([CH3:76])[CH3:73])=[O:18])[CH2:22][CH2:23]1)=[O:51])=[O:46])[C:36]1[CH:41]=[CH:40][CH:39]=[CH:38][CH:37]=1 |f:1.2.3|. Starting materials: CC(C)(C)c1ccc(N)cc1, [BH3-]C#N, COC(=O)c1ccc(C=O)cc1, CO, O=C(O)C(F)(F)F, [Na+]. The product is COC(=O)c1ccc(CNc2ccc(C(C)(C)C)cc2)cc1. Reaction SMILES: [C:13]([CH3:14])([CH3:15])([CH3:16])[c:17]1[cH:18][cH:19][c:20]([NH2:21])[cH:22][cH:23]1.[C:31]([BH3-:32])#[N:33].[CH3:1][O:2][C:3]([c:4]1[cH:5][cH:6][c:7]([CH:10]=[O:11])[cH:8][cH:9]1)=[O:12].[CH3:35][OH:36].[F:24][C:25]([F:26])([F:27])[C:28]([OH:29])=[O:30].[Na+:34]>>[CH3:1][O:2][C:3]([c:4]1[cH:5][cH:6][c:7]([CH2:10][NH:21][c:20]2[cH:19][cH:18][c:17]([C:13]([CH3:14])([CH3:15])[CH3:16])[cH:23][cH:22]2)[cH:8][cH:9]1)=[O:12]. Reactants: epoxide, C(C)C=1C=CC2=C(C=CO2)C1 (5-ethylbenzofuran), epoxide, substituted benzofurans, ClC=1C=CC2=C(C=CO2)C1 (5-chlorobenzofuran), NN (hydrazine), C(C)(C)N (isopropylamine). Product: CC=1C=CC2=C(C=CO2)C1 (5-methylbenzofuran). As a reaction SMILES: [CH2:1]([C:3]1[CH:4]=[CH:5][C:6]2[O:10][CH:9]=[CH:8][C:7]=2[CH:11]=1)C.ClC1C=CC2OC=CC=2C=1.NN.C(N)(C)C>>[CH3:1][C:3]1[CH:4]=[CH:5][C:6]2[O:10][CH:9]=[CH:8][C:7]=2[CH:11]=1. Procedure details: 5-ethylbenzofuran in the procedure of Example 29 for 5-chlorobenzofuran followed by the synthetic steps of hydrazine reduction, acylation, demethylation, epoxide formation and opening of the epoxide with isopropylamine as described therein gives, ultimately, the following substituted benzofurans: The reactants are Cl (hydrochloric acid), FC(C(=O)O)(F)F (trifluoroacetic acid), C(C1=CC=CC=C1)N1C(=NC=2N(C(N(C(C12)=O)CCC)=O)CCC)C1CC(CC1)=C1SCCCS1 (7-benzyl-8-(3-(1,3-dithian-2-ylidene)-cyclopentyl)-1,3-dipropylpurine-2,6-dione), CO (methanol). Reagents/catalysts: [Hg](Cl)Cl (mercury(II)-chloride). Solvent: ClCCl (dichloromethane). Reaction conditions: time 4 hour. The product is C(C1=CC=CC=C1)N1C(=NC=2N(C(N(C(C12)=O)CCC)=O)CCC)C1CC(CC1)C(=O)OC (7-Benzyl-8-(3-methyloxycarbonyl-cyclopentyl)-1,3-dipropylpurine-2,6-dione). As a reaction SMILES: Cl.F[C:3](F)(F)[C:4]([OH:6])=[O:5].[CH2:9]([N:16]1[C:24]2[C:23](=[O:25])[N:22]([CH2:26][CH2:27][CH3:28])[C:21](=[O:29])[N:20]([CH2:30][CH2:31][CH3:32])[C:19]=2[N:18]=[C:17]1[CH:33]1[CH2:37]C[C:35](=C2SCCCS2)[CH2:34]1)[C:10]1[CH:15]=[CH:14][CH:13]=[CH:12][CH:11]=1.[CH3:44]O>ClCCl.[Hg](Cl)Cl>[CH2:9]([N:16]1[C:24]2[C:23](=[O:25])[N:22]([CH2:26][CH2:27][CH3:28])[C:21](=[O:29])[N:20]([CH2:30][CH2:31][CH3:32])[C:19]=2[N:18]=[C:17]1[CH:33]1[CH2:34][CH2:35][CH:3]([C:4]([O:6][CH3:44])=[O:5])[CH2:37]1)[C:10]1[CH:15]=[CH:14][CH:13]=[CH:12][CH:11]=1. Reported procedure: 1.2 ml of 6N hydrochloric acid, 0.55 ml of trifluoroacetic acid and 2.38 g (8.8 mmol) of mercury(II)-chloride are successively added to a solution of 1.1 g (2.2 mol) of 7-benzyl-8-(3-(1,3-dithian-2-ylidene)-cyclopentyl)-1,3-dipropylpurine-2,6-dione in 30 ml of methanol and 6 ml of dichloromethane. The mixture is stirred for 4 hours at ambient temperature and then suction filtered over Celite. At -5° C., 90 mg of sodium borohydride are carefully added the filtrate, which is stirred for 30 minutes...